From a dataset of the Open Reaction Database (ORD), a public repository of structured organic reaction records. describe an organic reaction: reactants, conditions, products, and yield Starting materials: ClC=1C=CC(=C(C(=O)C2=CC=CC=C2)C1)NC (5-chloro-2-methylaminobenzophenone), C(CC(=O)OCC)(=O)OCC (diethyl malonate), N1CCCCC1 (piperidine), C(C)(C)OC(C)C (isopropyl ether). The product is ClC=1C=C2C(=C(C(N(C2=CC1)C)=O)C(=O)OCC)C1=CC=CC=C1 (ethyl 6-chloro-1,2-dihydro-1-methyl-2-oxo-4-phenyl-3-quinolinecarboxylate). Isolated yield 73.1%. Reaction SMILES: [Cl:1][C:2]1[CH:3]=[CH:4][C:5]([NH:16][CH3:17])=[C:6]([CH:15]=1)[C:7]([C:9]1[CH:14]=[CH:13][CH:12]=[CH:11][CH:10]=1)=O.[C:18](OCC)(=[O:25])[CH2:19][C:20]([O:22][CH2:23][CH3:24])=[O:21].N1CCCCC1.C(OC(C)C)(C)C>>[Cl:1][C:2]1[CH:15]=[C:6]2[C:5](=[CH:4][CH:3]=1)[N:16]([CH3:17])[C:18](=[O:25])[C:19]([C:20]([O:22][CH2:23][CH3:24])=[O:21])=[C:7]2[C:9]1[CH:14]=[CH:13][CH:12]=[CH:11][CH:10]=1. Procedure: A mixture of 5-chloro-2-methylaminobenzophenone (1.23 g), diethyl malonate (1.6 g) and piperidine (0.1 ml) was heated for 3 hours at 170°-180° C. After cooling, the mixture was treated with isopropyl ether to give crystals, which were recrystallized from ethanol to afford ethyl 6-chloro-1,2-dihydro-1-methyl-2-oxo-4-phenyl-3-quinolinecarboxylate (1.25 g, 73.1%). mp 124°-125° C. The product was identical with the compound obtained in Reference Example 12. Starting materials: ClC1=NC2=C(C(=CC=C2C=N1)OC)C(C)C (2-chloro-7-methoxy-8-(2-propyl)quinazoline), NC1=CC=CC=C1 (aniline). The solvent is C(C)#N (acetonitrile). Run at temperature 80 celsius. The product is C(C)(C)C=1C(=CC=C2C=NC(=NC12)NC1=CC=CC=C1)OC ((8-Isopropyl-7-methoxy-quinazolin-2-yl)-phenyl-amine). The yield is 77.1%. As a reaction SMILES: Cl[C:2]1[N:11]=[CH:10][C:9]2[C:4](=[C:5]([CH:14]([CH3:16])[CH3:15])[C:6]([O:12][CH3:13])=[CH:7][CH:8]=2)[N:3]=1.[NH2:17][C:18]1[CH:23]=[CH:22][CH:21]=[CH:20][CH:19]=1>C(#N)C>[CH:14]([C:5]1[C:6]([O:12][CH3:13])=[CH:7][CH:8]=[C:9]2[C:4]=1[N:3]=[C:2]([NH:17][C:18]1[CH:23]=[CH:22][CH:21]=[CH:20][CH:19]=1)[N:11]=[CH:10]2)([CH3:16])[CH3:15]. Procedure details: A mixture of 2-chloro-7-methoxy-8-(2-propyl)quinazoline (100 mg, 0.42 mmol) and aniline (120 mg, 1.29 mmol) in acetonitrile (3 mL), was heated at 80° C. for 18 hours in a sealed tube. The solvent was removed under reduced pressure, to the residue 5% sodium carbonate solution was added. The product was extracted with ethyl acetate (3×25 mL). The combined organic extract was washed with brine, dried (Na2SO4), and concentrated. The product was purified on a column of silica gel to give the title co... Starting materials: [H-].[Na+] (sodium hydride), oil, COC(C1=CC=C(C=C1)C1CNC(NC1)=O)=O (4-(2-oxo-hexahydro-pyrimidin-5-yl)-benzoic acid methyl ester), CI (methyl iodide), CN(C)C=O (DMF). The solvent is C1CCOC1 (THF). Run at time 16 hour. Product: COC(C1=CC=C(C=C1)C1CN(C(N(C1)C)=O)C)=O (4-(1,3-Dimethyl-2-oxo-hexahydro-pyrimidin-5-yl)-benzoic acid methyl ester). Reaction SMILES: [H-].[Na+].[CH3:3][O:4][C:5](=[O:19])[C:6]1[CH:11]=[CH:10][C:9]([CH:12]2CN[C:15](=O)[NH:14][CH2:13]2)=[CH:8][CH:7]=1.CI.[CH3:22][N:23]([CH:25]=[O:26])[CH3:24]>C1COCC1>[CH3:3][O:4][C:5](=[O:19])[C:6]1[CH:11]=[CH:10][C:9]([CH:12]2[CH2:13][N:14]([CH3:15])[C:25](=[O:26])[N:23]([CH3:24])[CH2:22]2)=[CH:8][CH:7]=1 |f:0.1|. Procedure details: To a cooled (0° C.) suspension of sodium hydride dispersion (60% in mineral oil (88 mg, 2.2 mmol) in THF (3 mL) is added a solution comprising of 4-(2-oxo-hexahydro-pyrimidin-5-yl)-benzoic acid methyl ester (236 mg, 1 mmol, reference example 95) and methyl iodide (300 μL, 5 mmol) in DMF (4 mL). The resulting mixture is stirred for 16 h. then quenched with water, diluted with ethyl acetate, washed with water and brine, dried over MgSO4 and concentrated to give the title compound (255 mg) as a tan...